Task: describe an organic reaction: reactants, conditions, products, and yield. Dataset: the Open Reaction Database (ORD), a public repository of structured organic reaction records The reactants are C, C[Si](C)(C)c1cc(C(=O)Nc2ccc(C=CC(=O)O)c(F)c2)cc([Si](C)(C)C)c1, CO, [H][H], C1CCOC1, [Pd]. Product: C[Si](C)(C)c1cc(C(=O)Nc2ccc(CCC(=O)O)c(F)c2)cc([Si](C)(C)C)c1. Reaction SMILES: [C:39].[CH3:1][Si:2]([c:3]1[cH:4][c:5]([C:6](=[O:7])[NH:8][c:9]2[cH:10][c:11]([F:20])[c:12]([CH:13]=[CH:14][C:15](=[O:16])[OH:17])[cH:18][cH:19]2)[cH:21][c:22]([Si:24]([CH3:25])([CH3:26])[CH3:27])[cH:23]1)([CH3:28])[CH3:29].[CH3:37][OH:38].[H:30][H:31].[O:32]1[CH2:33][CH2:34][CH2:35][CH2:36]1.[Pd:40]>>[CH3:1][Si:2]([c:3]1[cH:4][c:5]([C:6](=[O:7])[NH:8][c:9]2[cH:10][c:11]([F:20])[c:12]([CH2:13][CH2:14][C:15](=[O:16])[OH:17])[cH:18][cH:19]2)[cH:21][c:22]([Si:24]([CH3:25])([CH3:26])[CH3:27])[cH:23]1)([CH3:28])[CH3:29].